From a dataset of the Open Reaction Database (ORD), a public repository of structured organic reaction records. describe an organic reaction: reactants, conditions, products, and yield Starting materials: ClN1C(CCC1=O)=O (N-chlorosuccinimide), BrC1=CC=C2N(C=C3C[C@H]4N(C[C@H](C=C4C1=C32)NC(N(CC)CC)=O)C)[Si](C)(C)C(C)(C)C (3-(12-bromo-1-tert-butyldimethylsilyl-9,10-didehydro-6-methyl-8α-ergolinyl)1,1-diethylurea). Product: ClC=1C=C2NCC3C[C@H]4N(C[C@H](C[C@@H]4C(C1)=C32)NC(N(CC)CC)=O)C (3-(13-chloro-2,3-dihydro-6-methyl-8α-ergolinyl)-1,1-diethylurea). Reaction SMILES: [Cl:1]N1C(=O)CCC1=O.Br[C:10]1[C:24]2=[C:25]3[C:13]([N:14]([Si](C(C)(C)C)(C)C)[CH:15]=[C:16]3[CH2:17][C@@H:18]3[C:23]2=[CH:22][C@H:21]([NH:26][C:27](=[O:33])[N:28]([CH2:31][CH3:32])[CH2:29][CH3:30])[CH2:20][N:19]3[CH3:34])=[CH:12][CH:11]=1>>[Cl:1][C:11]1[CH:12]=[C:13]2[C:25]3[CH:16]([CH2:17][C@@H:18]4[C@@H:23]([C:24]=3[CH:10]=1)[CH2:22][C@H:21]([NH:26][C:27](=[O:33])[N:28]([CH2:31][CH3:32])[CH2:29][CH3:30])[CH2:20][N:19]4[CH3:34])[CH2:15][NH:14]2. Procedure: With N-chlorosuccinimide and 3-(12-bromo-1-tert-butyldimethylsilyl-9,10-didehydro-6-methyl-8α-ergolinyl)1,1-diethylurea: The reactants are CS(=O)(=O)N1N=C(C=C1)C=CC=1SC=CC1 (1-(methylsulfonyl)-3-(2-(2-thienyl)vinyl)-1H-pyrazole), ClC1=CC=C(C=C1)S(=O)(=O)N1N=C(C=C1)C=CC=1SC=CC1.ClC1=C(C#N)C(=CC=C1)OC1=CC=C(C=C1)C1=NN(C=C1)CC1=CC=C(C=C1)Cl.ClC1=CC=C(C=C1)C(=O)N1N=C(C=C1)C1=C(N=C2N1C=CC=C2)C.ClC2=CC=C(C=C2)NC(=O)N2N=C(C=C2)C=CC=2SC=CC2.C(C2=CC=CC=C2)(C2=CC=CC=C2)C2=NN(C=C2)C(=O)C2=CC=C(C=C2)Cl.ClC2=CC=C(C=C2)C(=O)N2N=C(C=C2)C2=C(N=C(S2)C=2SC(=CC2)C=2SC=CC2)C.C2(=CC=CC=C2)NC(=O)N2N=C(C=C2)C=CC=2SC=CC2.ClC2=C(C=CC(=C2)Cl)C(=O)N2N=C(C=C2)C=2OC(=CC2)C2=C(C=C(C=C2)F)F.ClC2=CC=C(C=C2)C(=O)N2N=C(C=C2)C=2SC(=CC2)C=2SC=CC2.ClC2=CC=C(C=C2)C(=O)N2N=C(C=C2)C=2C(=NOC2C)C2=CC=C(C=C2)Cl.ClC2=CC=C(C=C2)C(=O)N2N=C(C=C2)C2=CC(=NO2)C2=CC=CC=C2.CNC(=O)N2N=C(C=C2)C=CC=2SC=CC2.CC(C(=O)N2N=C(C=C2)C=CC=2SC=CC2)(C)C (2,2-dimethyl-1-(3-(2-(2-thienyl)vinyl)-1H-pyrazole1-yl)propan1-one N-methyl-3-(2-(2-thienyl)vinyl)-1H-pyrazole-1-carboxamide (4-chlorophenyl)(3-(3-phenylisoxazol-5-yl)-1H-pyrazol-1-yl)methanone (4-chlorophenyl)(3-(3-(4-chlorophenyl)-5-methylisoxazol-4-yl)-1H-pyrazol-1-yl)methanone (4-chlorophenyl)(3-(5-(2-thienyl)-2-thienyl)-1H-pyrazol1-yl)methanone (2,4-dichlorophenyl)(3-(5-(2,4-difluorophenyl)-2-furyl)-1H-pyrazol-1-yl)methanone N1-phenyl-3-(2-(2-thienyl)vinyl)-1H-pyrazole-1-carboxamide (4-chlorophenyl)(3-(2-(5-(2-thienyl)-2-thienyl)-4-methyl-1,3-thiazol-5-yl)-1H-pyrazol-1-yl)methanone (3-benzhydryl-1H-pyrazol-1-yl)(4-chlorophenyl)methanone N1-(4-chlorophenyl)-3-(2-(2-thienyl)vinyl)-1H-pyrazole-1-carboxamide (4-chlorophenyl)(3-(2-methylimidazo(1,2-a)pyridin-3-yl)-1H-pyrazol-1-yl)methanone 2-chloro-6-(4-(1-(4-chlorobenzyl)-1H-pyrazol-3-yl)phenoxy)benzonitrile 1-((4-chlorophenyl)sulfonyl)-3-(2-(2-thienyl)vinyl)-1H-pyrazole). The product is ClC1=CC=C(C=C1)C(=O)N1N=C(C=C1)C=CC=1SC=CC1 ((4-chlorophenyl)[3-(2-(2-thienyl)vinyl)-1H-pyrazol-1-yl]methanone). RXN SMILES: CS([N:5]1[CH:9]=[CH:8][C:7]([CH:10]=[CH:11][C:12]2[S:13][CH:14]=[CH:15][CH:16]=2)=[N:6]1)(=O)=O.[Cl:17][C:18]1[CH:23]=[CH:22][C:21](S(N2C=CC(C=CC3SC=CC=3)=N2)(=O)=O)=[CH:20][CH:19]=1.ClC1C=CC=[C:44]([O:48]C2C=CC(C3C=CN(CC4C=CC(Cl)=CC=4)N=3)=CC=2)C=1C#N.ClC1C=CC(C(N2C=CC(C3N4C=CC=CC4=NC=3C)=N2)=O)=CC=1.ClC1C=CC(NC(N2C=CC(C=CC3SC=CC=3)=N2)=O)=CC=1.C(C1C=CN(C(C2C=CC(Cl)=CC=2)=O)N=1)(C1C=CC=CC=1)C1C=CC=CC=1.ClC1C=CC(C(N2C=CC(C3SC(C4SC(C5SC=CC=5)=CC=4)=NC=3C)=N2)=O)=CC=1.C1(NC(N2C=CC(C=CC3SC=CC=3)=N2)=O)C=CC=CC=1.ClC1C=C(Cl)C=CC=1C(N1C=CC(C2OC(C3C=CC(F)=CC=3F)=CC=2)=N1)=O.ClC1C=CC(C(N2C=CC(C3SC(C4SC=CC=4)=CC=3)=N2)=O)=CC=1.ClC1C=CC(C(N2C=CC(C3C(C4C=CC(Cl)=CC=4)=NOC=3C)=N2)=O)=CC=1.ClC1C=CC(C(N2C=CC(C3ON=C(C4C=CC=CC=4)C=3)=N2)=O)=CC=1.CNC(N1C=CC(C=CC2SC=CC=2)=N1)=O.CC(C)(C)C(N1C=CC(C=CC2SC=CC=2)=N1)=O>>[Cl:17][C:18]1[CH:19]=[CH:20][C:21]([C:44]([N:5]2[CH:9]=[CH:8][C:7]([CH:10]=[CH:11][C:12]3[S:13][CH:14]=[CH:15][CH:16]=3)=[N:6]2)=[O:48])=[CH:22][CH:23]=1 |f:1.2.3.4.5.6.7.8.9.10.11.12.13|. Procedure: 1-(methylsulfonyl)-3-(2-(2-thienyl)vinyl)-1H-pyrazole; 2,2-dimethyl-1-(3-(2-(2-thienyl)vinyl)-1H-pyrazole1-yl)propan1-one N-methyl-3-(2-(2-thienyl)vinyl)-1H-pyrazole-1-carboxamide (4-chlorophenyl)(3-(3-phenylisoxazol-5-yl)-1H-pyrazol-1-yl)methanone (4-chlorophenyl)(3-(3-(4-chlorophenyl)-5-methylisoxazol-4-yl)-1H-pyrazol-1-yl)methanone (4-chlorophenyl)(3-(5-(2-thienyl)-2-thienyl)-1H-pyrazol1-yl)methanone (2,4-dichlorophenyl)(3-(5-(2,4-difluorophenyl)-2-furyl)-1H-pyrazol-1-yl)methanone N1-phenyl-3... Reactants: C#Cc1cnc(OCC)c(-c2nc3c(Br)n(C)nc3c(=O)[nH]2)c1, CC(C)=O, O=S(=O)(O)O. The product is CCOc1ncc(C(C)=O)cc1-c1nc2c(Br)n(C)nc2c(=O)[nH]1. Reaction SMILES: [Br:1][c:2]1[n:3]([CH3:23])[n:4][c:5]2[c:6]1[n:7][c:8](-[c:12]1[c:13]([O:20][CH2:21][CH3:22])[n:14][cH:15][c:16]([C:18]#[CH:19])[cH:17]1)[nH:9][c:10]2=[O:11].[CH3:29][C:30](=[O:31])[CH3:32].[S:24]([OH:25])(=[O:26])(=[O:27])[OH:28]>>[Br:1][c:2]1[n:3]([CH3:23])[n:4][c:5]2[c:6]1[n:7][c:8](-[c:12]1[c:13]([O:20][CH2:21][CH3:22])[n:14][cH:15][c:16]([C:18]([CH3:19])=[O:25])[cH:17]1)[nH:9][c:10]2=[O:11]. Reactants: CCO, [Na+], CCOC(=O)C1(CCCn2c(=O)cnc3ccccc32)CCN(CCSc2cccs2)CC1, [OH-], O. Product: O=C(O)C1(CCCn2c(=O)cnc3ccccc32)CCN(CCSc2cccs2)CC1. As a reaction SMILES: [CH3:1][CH2:2][OH:3].[Na+:38].[O:4]=[c:5]1[n:6]([CH2:15][CH2:16][CH2:17][C:18]2([C:32](=[O:33])[O:34][CH2:35][CH3:36])[CH2:19][CH2:20][N:21]([CH2:24][CH2:25][S:26][c:27]3[s:28][cH:29][cH:30][cH:31]3)[CH2:22][CH2:23]2)[c:7]2[cH:8][cH:9][cH:10][cH:11][c:12]2[n:13][cH:14]1.[OH-:37].[OH2:39]>>[O:4]=[c:5]1[n:6]([CH2:15][CH2:16][CH2:17][C:18]2([C:32](=[O:33])[OH:34])[CH2:19][CH2:20][N:21]([CH2:24][CH2:25][S:26][c:27]3[s:28][cH:29][cH:30][cH:31]3)[CH2:22][CH2:23]2)[c:7]2[cH:8][cH:9][cH:10][cH:11][c:12]2[n:13][cH:14]1. The reactants are COC1=C(C=CC=C1)C#CC1=CC(=NC(=C1)C(=O)OCC)C(=O)OCC (Diethyl 4-(methoxyphenylethynyl)-2,6-pyridinedicarboxylate), [OH-].[K+] (KOH), C(C)O (ethanol). Reaction SMILES: CO[C:3]1[CH:8]=[CH:7][CH:6]=[CH:5][C:4]=1[C:9]#[C:10][C:11]1[CH:16]=[C:15]([C:17]([O:19]CC)=[O:18])[N:14]=[C:13]([C:22]([O:24]CC)=[O:23])[CH:12]=1.[OH-].[K+].[CH2:29]([OH:31])C>>[CH3:29][O:31][C:7]1[CH:8]=[CH:3][C:4]([C:9]#[C:10][C:11]2[CH:12]=[C:13]([C:22]([OH:24])=[O:23])[N:14]=[C:15]([C:17]([OH:19])=[O:18])[CH:16]=2)=[CH:5][CH:6]=1 |f:1.2|. Conditions: time 4 hour. Procedure: 4-Methoxyphenyltrimethylsilylacetylene (8.2 g, 39 mmol) was dissolved in 100 mL of methanol with K2CO3 powder (0.5 g, 3.6 mmol). The mixture was stirred at room temperature for 4 hr. After the solvent was removed, 50 mL of water was introduced and the mixture was neutralized with dilute hydrochloric acid. The crude product, 4-methoxyphenylacetylene, was extracted with chloroform (2×50 ml) and purified by column chromatography (silica gel) using 3% chloroform/hexane (96%). 1HNMR (CDCl3), d 7.39 (... The product is COC1=CC=C(C=C1)C#CC1=CC(=NC(=C1)C(=O)O)C(=O)O (4-(4-methoxyphenylethynyl)-2, 6-pyridinedicarboxylic Acid). Starting materials: C(#N)C(C(=O)NC(=O)OCC)=COCC (α-cyano-β-ethoxy-N-ethoxycarbonylacrylamide), CC1=C(N)C=CC=C1 (2-methylaniline). Solvent: C(C)O (ethanol), C(C)O (ethanol). The product is C(#N)C(C(=O)NC(=O)OCC)=CNC1=C(C=CC=C1)C (α-cyano-β-(2-methylanilino)-N-ethoxycarbonylacrylamide). Yield: 88.2%. Reaction SMILES: [C:1]([C:3](=[CH:12]OCC)[C:4]([NH:6][C:7]([O:9][CH2:10][CH3:11])=[O:8])=[O:5])#[N:2].[CH3:16][C:17]1[CH:23]=[CH:22][CH:21]=[CH:20][C:18]=1[NH2:19]>C(O)C>[C:1]([C:3](=[CH:12][NH:19][C:18]1[CH:20]=[CH:21][CH:22]=[CH:23][C:17]=1[CH3:16])[C:4]([NH:6][C:7]([O:9][CH2:10][CH3:11])=[O:8])=[O:5])#[N:2]. Procedure details: Ten grams of α-cyano-β-ethoxy-N-ethoxycarbonylacrylamide in dissolved by heating in 50 ml of ethanol to 60°. Then 5.32 g of 2-methylaniline in 20 ml ethanol is added and the mixture heated at reflux for 4 hours with stirring. Crystals appear on cooling and the mixture is filtered and washed with ether to yield 11.36 g of α-cyano-β-(2-methylanilino)-N-ethoxycarbonylacrylamide, which is dissolved in tetralin and heated at reflux for 3 hours. After cooling, the mixture is filtered, washed with ethe... The reactants are [OH-].[Na+] (NaOH), COC1=CC=C(CN2C(CN(S2(=O)=O)C(=O)OC)(C)C)C=C1 (methyl 5-(4-methoxybenzyl)-4,4-dimethyl-1,2,5-thiadiazolidine-2-carboxylate 1,1-dioxide), Cl (HCl). Solvent: CO.O (methanol water). Conditions: time 4 hour. The product is COC1=CC=C(CN2S(NCC2(C)C)(=O)=O)C=C1 (2-(4-Methoxybenzyl)-3,3-dimethyl-1,2,5-thiadiazolidine 1,1-dioxide). The yield is 89.3%. As a reaction SMILES: [CH3:1][O:2][C:3]1[CH:22]=[CH:21][C:6]([CH2:7][N:8]2[S:12](=[O:14])(=[O:13])[N:11](C(OC)=O)[CH2:10][C:9]2([CH3:20])[CH3:19])=[CH:5][CH:4]=1.[OH-].[Na+].Cl>CO.O>[CH3:1][O:2][C:3]1[CH:22]=[CH:21][C:6]([CH2:7][N:8]2[C:9]([CH3:20])([CH3:19])[CH2:10][NH:11][S:12]2(=[O:13])=[O:14])=[CH:5][CH:4]=1 |f:1.2,4.5|. Procedure: To a suspension of methyl 5-(4-methoxybenzyl)-4,4-dimethyl-1,2,5-thiadiazolidine-2-carboxylate 1,1-dioxide (17.56 g, 53.5 mmol) in methanol/water (300 mL, 2:1) was added 10 N NaOH (10.7 mL, 107 mmol) and the mixture stirred at room temperature for 4 h. The mixture was made acidic with 10 N HCl and washed with ethyl acetate. The combined organic layers were dried (Na2SO4), filtered and concentrated to give the title compound as a white solid (12.91 g, 89% yield). 1H NMR (500 MHz, CDCl3) δ: 7.34-7...